This data is from the Open Reaction Database (ORD), a public repository of structured organic reaction records. The task is: describe an organic reaction: reactants, conditions, products, and yield Starting materials: O=C([O-])[O-], CNC(=O)c1c(-c2ccc(F)cc2)oc2nc(NS(C)(=O)=O)c(I)cc12, [Cs+], [Cs+], [I-], CS(=O)(=O)CCCI, CN(C)C=O. Product: CNC(=O)c1c(-c2ccc(F)cc2)oc2nc(N(CCCS(C)(=O)=O)S(C)(=O)=O)c(I)cc12. As a reaction SMILES: [C:35](=[O:36])([O-:37])[O-:38].[CH3:1][NH:2][C:3](=[O:4])[c:5]1[c:6](-[c:20]2[cH:21][cH:22][c:23]([F:26])[cH:24][cH:25]2)[o:7][c:8]2[n:9][c:10]([NH:15][S:16](=[O:17])(=[O:18])[CH3:19])[c:11]([I:14])[cH:12][c:13]12.[Cs+:39].[Cs+:40].[I-:41].[I:27][CH2:28][CH2:29][CH2:30][S:31](=[O:32])(=[O:33])[CH3:34].[O:42]=[CH:43][N:44]([CH3:45])[CH3:46]>>[CH3:1][NH:2][C:3](=[O:4])[c:5]1[c:6](-[c:20]2[cH:21][cH:22][c:23]([F:26])[cH:24][cH:25]2)[o:7][c:8]2[n:9][c:10]([N:15]([S:16](=[O:17])(=[O:18])[CH3:19])[CH2:28][CH2:29][CH2:30][S:31](=[O:32])(=[O:33])[CH3:34])[c:11]([I:14])[cH:12][c:13]12. Starting materials: NC1=CC=C(C2=CC=CC=C12)C1=CC(CCC1)=O (3-(4-aminonaphthalen-1-yl)cyclohex-2-enone), CN(C)C=O (DMF). Yields the product C=1C=CC=2C=C(C=CC2C1)N (naphthylamine). RXN SMILES: N[C:2]1[C:11]2[C:6](=[CH:7][CH:8]=[CH:9][CH:10]=2)[C:5](C2CCCC(=O)C=2)=[CH:4][CH:3]=1.C[N:20](C=O)C>>[CH:3]1[CH:4]=[CH:5][C:6]2[CH:7]=[C:8]([NH2:20])[CH:9]=[CH:10][C:11]=2[CH:2]=1. Procedure details: To a tube containing a solution of 2.0 g of 1-amino-4-bromonaphthalene (9.0 mmol, 1 equiv.) in 70 mL DMF were added 1.75 mL of 2-cyclohexen-1-one (18.0 mmol, 2.0 equiv.), 2.3 g of sodium bicarbonate (27.0 mmol, 3.0 equiv.) and 186 mg of 1,3-bis-(diphenylphosphino)propane (dppp, 0.45 mmol, 0.05 equiv.). A stream of dry nitrogen gas was bubbled through the mixture for 15 min, then 316 mg of bis-(triphenylphosphino)palladium(II) chloride (0.45 mmol, 0.05 equiv.) was added and the tube was sealed. T...